describe an organic reaction: reactants, conditions, products, and yield From a dataset of the Open Reaction Database (ORD), a public repository of structured organic reaction records. The reactants are O=C([O-])[O-], CCOC(=O)c1cc2c(O)cccc2[nH]1, CN(C)C=O, O=[N+]([O-])c1ccccc1F, [K+], [K+]. Product: CCOC(=O)c1cc2c(Oc3ccccc3[N+](=O)[O-])cccc2[nH]1. Reaction SMILES: [C:26](=[O:27])([O-:28])[O-:29].[CH2:1]([CH3:2])[O:3][C:4](=[O:5])[c:6]1[nH:7][c:8]2[cH:9][cH:10][cH:11][c:12]([OH:15])[c:13]2[cH:14]1.[CH3:32][N:33]([CH3:34])[CH:35]=[O:36].[F:16][c:17]1[c:18]([N+:23](=[O:24])[O-:25])[cH:19][cH:20][cH:21][cH:22]1.[K+:30].[K+:31]>>[CH2:1]([CH3:2])[O:3][C:4](=[O:5])[c:6]1[nH:7][c:8]2[cH:9][cH:10][cH:11][c:12]([O:15][c:17]3[c:18]([N+:23](=[O:24])[O-:25])[cH:19][cH:20][cH:21][cH:22]3)[c:13]2[cH:14]1. Reactants: Cl (hydrochloric acid), C(CCCCC(=O)O)(=O)O (adipic acid), O (water), C[C@]([C@H]1C[C@@]23CC[C@]1([C@H]4[C@@]25CCN([C@@H]3CC6=C5C(=C(C=C6)O)O4)CC7CC7)OC)(C(C)(C)C)O (buprenorphine). Reagents/catalysts: CN(C1=CC=NC=C1)C (4-dimethylaminopyridine). The solvent is O1CCCC1 (tetrahydrofuran). Reaction conditions: time 20 minute. Yields the product C[C@]([C@H]1C[C@@]23CC[C@@]1([C@H]4[C@@]25CCN([C@@H]3CC6=C5C(=C(C=C6)OC(=O)CCCCC(=O)O)O4)CC7CC7)OC)(C(C)(C)C)O.Cl (buprenorphine hemiadipate hydrochloride). Isolated yield 69.2%. As a reaction SMILES: [CH3:1][C@@:2]([OH:34])([C:30]([CH3:33])([CH3:32])[CH3:31])[C@@H:3]1[C@:8]2([O:28][CH3:29])[C@@H:9]3[O:23][C:18]4=[C:19]([OH:22])[CH:20]=[CH:21][C:16]5=[C:17]4[C@:10]43[CH2:11][CH2:12][N:13]([CH2:24][CH:25]3[CH2:27][CH2:26]3)[C@H:14]([CH2:15]5)[C@@:5]4([CH2:6][CH2:7]2)[CH2:4]1.[C:35](O)(=[O:43])[CH2:36][CH2:37][CH2:38][CH2:39][C:40]([OH:42])=[O:41].O.[ClH:46]>CN(C)C1C=CN=CC=1.O1CCCC1>[CH3:1][C@@:2]([OH:34])([C:30]([CH3:33])([CH3:32])[CH3:31])[C@@H:3]1[C@@:8]2([O:28][CH3:29])[C@@H:9]3[O:23][C:18]4=[C:19]([O:22][C:35]([CH2:36][CH2:37][CH2:38][CH2:39][C:40]([OH:42])=[O:41])=[O:43])[CH:20]=[CH:21][C:16]5=[C:17]4[C@:10]43[CH2:11][CH2:12][N:13]([CH2:24][CH:25]3[CH2:26][CH2:27]3)[C@H:14]([CH2:15]5)[C@@:5]4([CH2:6][CH2:7]2)[CH2:4]1.[ClH:46] |f:6.7|. Procedure details: Alternate Method: To a stirred solution of 4-dimethylaminopyridine (1.232 g, 0.010 mol, acylation catalyst) in tetrahydrofuran (1.5 L, THE) was added buprenorphine free base (93.534 g, 0.20 mol) followed by adipic acid (239.952 g, 1.64 mol). The suspension was stirred for 20 minutes and dicyclohexylcarbondiimide (45.409 g, 0.22 mol) was added over approx 30 minutes whilst maintaining the internal temperature between 16-21° C. with cold water cooling. Stirring was continued overnight. The insolub... Run at time 8 hour. Starting materials: NC=1SC=C(N1)C1=CC=C(C=C1)NC(=O)CN(C(C1=CC=C(C=C1)F)=O)C1=CC=C(OCC(=O)OCC)C=C1 (ethyl {4-[N-({[4-(2-aminothiazol-4-yl)phenyl]carbamoyl}methyl)-N-(4-fluorobenzoyl)amino]phenoxy}acetate), [OH-].[Na+] (sodium hydroxide). RXN SMILES: [NH2:1][C:2]1[S:3][CH:4]=[C:5]([C:7]2[CH:12]=[CH:11][C:10]([NH:13][C:14]([CH2:16][N:17]([C:27]3[CH:39]=[CH:38][C:30]([O:31][CH2:32][C:33]([O:35]CC)=[O:34])=[CH:29][CH:28]=3)[C:18](=[O:26])[C:19]3[CH:24]=[CH:23][C:22]([F:25])=[CH:21][CH:20]=3)=[O:15])=[CH:9][CH:8]=2)[N:6]=1.[OH-].[Na+:41]>C(O)C>[NH2:1][C:2]1[S:3][CH:4]=[C:5]([C:7]2[CH:8]=[CH:9][C:10]([NH:13][C:14]([CH2:16][N:17]([C:27]3[CH:28]=[CH:29][C:30]([O:31][CH2:32][C:33]([O-:35])=[O:34])=[CH:38][CH:39]=3)[C:18](=[O:26])[C:19]3[CH:20]=[CH:21][C:22]([F:25])=[CH:23][CH:24]=3)=[O:15])=[CH:11][CH:12]=2)[N:6]=1.[Na+:41] |f:1.2,4.5|. The product is NC=1SC=C(N1)C1=CC=C(C=C1)NC(=O)CN(C(C1=CC=C(C=C1)F)=O)C1=CC=C(OCC(=O)[O-])C=C1.[Na+] (sodium (4-[N-({[4-(2-aminothiazol-4-yl)phenyl]carbamoyl}methyl)-N-(4-fluorobenzoyl)amino]phenoxy)acetate). Run in C(C)O (Ethanol). Procedure: Ethanol (30 ml) solution of ethyl {4-[N-({[4-(2-aminothiazol-4-yl)phenyl]carbamoyl}methyl)-N-(4-fluorobenzoyl)amino]phenoxy}acetate (1.3 g) was mixed with 1 M sodium hydroxide aqueous solution (2.4 ml) and then stirred at room temperature overnight. After concentration of the reaction solution, the thus obtained crude product was recrystallized from ethanol to obtain 680 mg of sodium (4-[N-({[4-(2-aminothiazol-4-yl)phenyl]carbamoyl}methyl)-N-(4-fluorobenzoyl)amino]phenoxy)acetate (white crystals... The reactants are [OH-].[Na+] (NaOH), C1(=CC=CC=C1)C1=NN=C(O1)S (5-Phenyl-[1,3,4]oxadiazole-2-thiol), C(C1=CC=CC=C1)Br (Benzyl bromide), C(C)(C)N(CC)C(C)C (Diisopropylethylamine). Solvent: CCO (EtOH). Conditions: temperature 0 celsius, time 45 minute. Product: C(C1=CC=CC=C1)SC=1OC(=NN1)C1=CC=CC=C1 (2-benzylsulfanyl-5-phenyl-[1,3,4]oxadiazole). Isolated yield 92.3%. RXN SMILES: [C:1]1([C:7]2[O:11][C:10]([SH:12])=[N:9][N:8]=2)[CH:6]=[CH:5][CH:4]=[CH:3][CH:2]=1.C(N(C(C)C)CC)(C)C.[CH2:22](Br)[C:23]1[CH:28]=[CH:27][CH:26]=[CH:25][CH:24]=1.[OH-].[Na+]>CCO>[CH2:22]([S:12][C:10]1[O:11][C:7]([C:1]2[CH:2]=[CH:3][CH:4]=[CH:5][CH:6]=2)=[N:8][N:9]=1)[C:23]1[CH:28]=[CH:27][CH:26]=[CH:25][CH:24]=1 |f:3.4|. Procedure: 5-Phenyl-[1,3,4]oxadiazole-2-thiol (Aldrich, 3.1 g, 17.4 mmol) was added to EtOH (30 mL) and cooled to 0° C. while stirring. Diisopropylethylamine (3.1 mL, 17.4 mmol) was then added and the mixture became a clear solution. Benzyl bromide (2.08 mL, 17.4 mmol) was added and the resulting mixture was allowed to warm to room temperature while stirring. After 45 min, a thick white precipitate formed. The mixture was stirred an additional 1 hr followed by the addition of 1M NaOH (3 mL). The mixture wa... The reactants are S(O)(O)(=O)=O (sulphuric acid), Cl (HCl), O (water), OC1=CC=C(C(=O)O)C=C1 (p-hydroxy benzoic acid). The solvent is CO (methanol), C(C)(C)O (Isopropyl alcohol). Run at temperature 62.5 celsius. Product: OC1=C(C=C(C(=O)O)C=C1C(C)C)C(C)C (4-hydroxy-3,5-diisopropyl benzoic acid). RXN SMILES: S(=O)(=O)(O)O.O.[OH:7][C:8]1[CH:16]=[CH:15][C:11]([C:12]([OH:14])=[O:13])=[CH:10][CH:9]=1.Cl>CO.C(O)(C)C>[OH:7][C:8]1[C:16]([CH:8]([CH3:16])[CH3:9])=[CH:15][C:11]([C:12]([OH:14])=[O:13])=[CH:10][C:9]=1[CH:11]([CH3:12])[CH3:10]. Reported procedure: 360 ml sulphuric acid was added slowly to 25 ml chilled water at 10-15° C. to a round bottom flask supplied with a mechanical stirrer. To this stirred mass was charged p-hydroxy benzoic acid 100 g (0.72M) lot wise followed by Isopropyl alcohol 130 g (2.16M) at a temperature below 15° C. The reaction mass was finally heated to 60-65° C. for 4 hrs. After reaction completion the reaction mass was quenched in caustic solution and washed two times with toluene (400 ml). The aqueous layer obtained was... Starting materials: ClC1=C(C=C(C=C1)NC(=O)C=1OC=CC1)C=1NC=2C(=NC=C(C2)[N+](=O)[O-])N1 (N-(4-chloro-3-[6-nitro-1H-imidazo[4,5-b]pyridin-2-yl]phenyl)furan-2-carboxamide), O.O.Cl[Sn]Cl (SnCl2.2H2O). Run in C(C)O (ethanol). Product: NC=1C=C2C(=NC1)N=C(N2)C=2C=C(C=CC2Cl)NC(=O)C=2OC=CC2 (N-(3-[6-amino-1H-imidazo[4,5-b]pyridin-2-yl]-4-chlorophenyl)furan-2-carboxamide). Isolated yield 54.3%. Reaction SMILES: [Cl:1][C:2]1[CH:7]=[CH:6][C:5]([NH:8][C:9]([C:11]2[O:12][CH:13]=[CH:14][CH:15]=2)=[O:10])=[CH:4][C:3]=1[C:16]1[NH:17][C:18]2[C:19]([N:27]=1)=[N:20][CH:21]=[C:22]([N+:24]([O-])=O)[CH:23]=2.O.O.Cl[Sn]Cl>C(O)C>[NH2:24][C:22]1[CH:23]=[C:18]2[NH:17][C:16]([C:3]3[CH:4]=[C:5]([NH:8][C:9]([C:11]4[O:12][CH:13]=[CH:14][CH:15]=4)=[O:10])[CH:6]=[CH:7][C:2]=3[Cl:1])=[N:27][C:19]2=[N:20][CH:21]=1 |f:1.2.3|. Reported procedure: To a suspension of N-(4-chloro-3-[6-nitro-1H-imidazo[4,5-b]pyridin-2-yl]phenyl)furan-2-carboxamide (3.9 g, 10.16 mmol, 1.00 equiv) in ethanol (50 mL) was added SnCl2.2H2O (3.4 g, 15.04 mmol, 1.48 equiv) and heated to reflux overnight. The reaction mixture was concentrated under vacuum and diluted with H2O. The pH value of the mixture was adjusted to 9 with sodium carbonate (sat.). The solids were collected by filtration and applied onto a silica gel column with ethyl acetate/PE (3/1) to give 1.9... Reactants: FC1=CC=C(C=C1)C1=CC(=NC2=CC(=CC=C12)CN1N=CC(=C1)C=O)C#N (4-(4-Fluorophenyl)-7-[(4-formyl-1H-pyrazol-1-yl)methyl]quinoline-2-carbonitrile), C(=O)([O-])[O-].C(=O)([O-])[O-].OO.OO.OO.[Na+].[Na+].[Na+].[Na+] (sodium percarbonate), [NH4+].[Cl-] (NH4Cl). Solvent: CC(=O)C (acetone), O (water). Conditions: temperature 50 celsius, time 2 hour. The product is FC1=CC=C(C=C1)C1=CC(=NC2=CC(=CC=C12)CN1N=CC(=C1)C=O)C(=O)N (4-(4-Fluorophenyl)-7-[(4-formyl-1H-pyrazol-1-yl)methyl]quinoline-2-carboxamide). Yield: 74.7%. Reaction SMILES: [F:1][C:2]1[CH:7]=[CH:6][C:5]([C:8]2[C:17]3[C:12](=[CH:13][C:14]([CH2:18][N:19]4[CH:23]=[C:22]([CH:24]=[O:25])[CH:21]=[N:20]4)=[CH:15][CH:16]=3)[N:11]=[C:10]([C:26]#[N:27])[CH:9]=2)=[CH:4][CH:3]=1.C([O-])([O-])=[O:29].C([O-])([O-])=O.OO.OO.OO.[Na+].[Na+].[Na+].[Na+].[NH4+].[Cl-]>CC(C)=O.O>[F:1][C:2]1[CH:7]=[CH:6][C:5]([C:8]2[C:17]3[C:12](=[CH:13][C:14]([CH2:18][N:19]4[CH:23]=[C:22]([CH:24]=[O:25])[CH:21]=[N:20]4)=[CH:15][CH:16]=3)[N:11]=[C:10]([C:26]([NH2:27])=[O:29])[CH:9]=2)=[CH:4][CH:3]=1 |f:1.2.3.4.5.6.7.8.9,10.11|. Reported procedure: 4-(4-Fluorophenyl)-7-[(4-formyl-1H-pyrazol-1-yl)methyl]quinoline-2-carbonitrile (3-8), 51 mg, 0.143 mmol, 1.0 equiv.) was dissolved in acetone (1.0 mL)/water (0.5 mL) and sodium percarbonate (225.0 mg, 0.716 mmol, 5.0 equiv) was added. The resulting mixture was stirred at 50° C. for two hours. The mixture was cooled and poured over aqueous NH4Cl (saturate, 1.0 mL), extracted with Ethyl Acetate (3×5.0 mL), dried over MgSO4, filtered and concentrated. The residue was purified by reverse phase HPLC... Starting materials: COC=1C=C(C=O)C=CC1 (3-Methoxybenzaldehyde), [C@@H]1(CCCC2=CC=CC=C12)N ((1S)-1,2,3,4-tetrahydro-1-naphthalenylamine). The product is COC=1C=C(CN[C@H]2CCCC3=CC=CC=C23)C=CC1 (N-(3-methoxybenzyl)-N-[(1S)-1,2,3,4-tetrahydro-1-naphthalenyl]amine). Reaction SMILES: [CH3:1][O:2][C:3]1[CH:4]=[C:5]([CH:8]=[CH:9][CH:10]=1)[CH:6]=O.[C@@H:11]1([NH2:21])[C:20]2[C:15](=[CH:16][CH:17]=[CH:18][CH:19]=2)[CH2:14][CH2:13][CH2:12]1>>[CH3:1][O:2][C:3]1[CH:4]=[C:5]([CH:8]=[CH:9][CH:10]=1)[CH2:6][NH:21][C@@H:11]1[C:20]2[C:15](=[CH:16][CH:17]=[CH:18][CH:19]=2)[CH2:14][CH2:13][CH2:12]1. Procedure: 3-Methoxybenzaldehyde and (1S)-1,2,3,4-tetrahydro-1-naphthalenylamine were processed as described in Example 1A to provide the title compound.